describe an organic reaction: reactants, conditions, products, and yield From a dataset of the Open Reaction Database (ORD), a public repository of structured organic reaction records. Starting materials: C1CCOC1, Cc1ccc(C(=O)O)cc1-c1ccc2c(C)nncc2c1, CCN, CCOC(C)=O, CN(C)C=O, ClC(Cl)Cl. Product: CCNC(=O)c1ccc(C)c(-c2ccc3c(C)nncc3c2)c1. Reaction SMILES: [CH2:25]1[O:26][CH2:27][CH2:28][CH2:29]1.[CH3:1][c:2]1[c:3](-[c:11]2[cH:12][c:13]3[cH:14][n:15][n:16][c:17]([CH3:21])[c:18]3[cH:19][cH:20]2)[cH:4][c:5]([C:6](=[O:7])[OH:8])[cH:9][cH:10]1.[CH3:22][CH2:23][NH2:24].[CH3:34][CH2:35][O:36][C:37]([CH3:38])=[O:39].[CH3:40][N:41]([CH3:42])[CH:43]=[O:44].[CH:30]([Cl:31])([Cl:32])[Cl:33]>>[CH3:1][c:2]1[c:3](-[c:11]2[cH:12][c:13]3[cH:14][n:15][n:16][c:17]([CH3:21])[c:18]3[cH:19][cH:20]2)[cH:4][c:5]([C:6](=[O:8])[NH:24][CH2:23][CH3:22])[cH:9][cH:10]1. The reactants are stainless steel, COC=1C=C2CCCC(C2=CC1)=O (6-methoxy-1-tetralone), [C-]#N.[K+] (potassium cyanide), C([O-])([O-])=O.[NH4+].[NH4+] (ammonium carbonate), CCO (EtOH). Run in O (water). Reaction conditions: temperature 110 celsius, time 3 day. Yields the product COC=1C=C2CCCC3(C2=CC1)NC(NC3=O)=O (3',4'-dihydro-6'-methoxyspiro[imidazolidine-4,1'(2'H)-naphthalene]-2,5-dione). RXN SMILES: [CH3:1][O:2][C:3]1[CH:4]=[C:5]2[C:10](=[CH:11][CH:12]=1)[C:9](=O)[CH2:8][CH2:7][CH2:6]2.[C-]#N.[K+].[C:17](=[O:20])([O-])[O-].[NH4+:21].[NH4+:22].C[CH2:24][OH:25]>O>[CH3:1][O:2][C:3]1[CH:4]=[C:5]2[C:10](=[CH:11][CH:12]=1)[C:9]1([C:24](=[O:25])[NH:22][C:17](=[O:20])[NH:21]1)[CH2:8][CH2:7][CH2:6]2 |f:1.2,3.4.5|. Reported procedure: A mixture of 35.2 g (0.2 mol) of 6-methoxy-1-tetralone, 19.5 g (0.3 mol) of potassium cyanide and 134.4 g (1.4 mol) of ammonium carbonate in 280 mL of EtOH was placed in a stainless steel bomb and heated at 110° C. for 48 hours. After cooling, the mixture was poured in 1.4 L of water. It was allowed to sit at ambient temperature for 3 days. The precipitated solid was filtered and washed several times with water and dried to give 48.1 g of a brown solid: mp 218°-220° C. 1H-NMR (DMSO-d6)d10.75(s, ... Reactants: C=CCCBr, C=CCCCBr, C=CCBr, C1CS1, C1CCOC1, [NH4+], O, Oc1ccc(Oc2ccccc2)cc1, O=C(OO)c1cccc(Cl)c1, N#C[S-], [SH]. The product is Sc1ccc(Oc2ccccc2)cc1. As a reaction SMILES: [Br:19][CH2:20][CH2:21][CH:22]=[CH2:23].[Br:24][CH2:25][CH2:26][CH2:27][CH:28]=[CH2:29].[CH2:15]([Br:16])[CH:17]=[CH2:18].[CH2:42]1[CH2:43][S:44]1.[CH2:49]1[O:50][CH2:51][CH2:52][CH2:53]1.[NH4+:48].[OH2:54].[OH:1][c:2]1[cH:3][cH:4][c:5]([O:6][c:7]2[cH:8][cH:9][cH:10][cH:11][cH:12]2)[cH:13][cH:14]1.[OH:31][O:32][C:33]([c:34]1[cH:35][c:36]([Cl:37])[cH:38][cH:39][cH:40]1)=[O:41].[S-:45][C:46]#[N:47].[SH:30]>>[c:2]1([SH:44])[cH:3][cH:4][c:5]([O:6][c:7]2[cH:8][cH:9][cH:10][cH:11][cH:12]2)[cH:13][cH:14]1. The reactants are O=C1C(CCCC1)C(CC(=O)O)C1=CC=C(C=C1)C (β-(2-oxocyclohexyl)-4-methylbenzenepropanoic acid), NOS(=O)(=O)O (hydroxylamine-O-sulfonic acid). The solvent is C(=O)O (formic acid), C(=O)O (formic acid). Yields the product CC1=CC=C(C=C1)C(CC(=O)O)C1C(NCCCC1)=O (hexahydro-b-(4-methylphenyl)-2-oxo-1H-azepine-3-propanoic acid). As a reaction SMILES: [O:1]=[C:2]1[CH2:7][CH2:6][CH2:5][CH2:4][CH:3]1[CH:8]([C:13]1[CH:18]=[CH:17][C:16]([CH3:19])=[CH:15][CH:14]=1)[CH2:9][C:10]([OH:12])=[O:11].[NH2:20]OS(O)(=O)=O>C(O)=O>[CH3:19][C:16]1[CH:17]=[CH:18][C:13]([CH:8]([CH:3]2[CH2:4][CH2:5][CH2:6][CH2:7][NH:20][C:2]2=[O:1])[CH2:9][C:10]([OH:12])=[O:11])=[CH:14][CH:15]=1. Reported procedure: The title material of Example 201 in formic acid is added to a solution of hydroxylamine-O-sulfonic acid in formic acid over a 5 min. period with stirring under N2. The mixture is heated under reflux for 3 hours and then cooled to room temperature. The reaction is quenched with cold water and the solution is neutralized with 6N NaOH. It is then extracted three times with CH2Cl2. The combined organic layers are dried over MgSO4 and the solvent is removed on a rotary evaporator. The desired produc... Starting materials: [Si](C1=CC=CC=C1)(C1=CC=CC=C1)(C(C)(C)C)OCC=1C(=C(C2=C(C(=NO2)C2=NC(=CN=C2)Cl)C1)F)N1C[C@H](O[C@H](C1)C)C (5-((tert-Butyldiphenylsilyloxy)methyl)-3-(6-chloropyrazin-2-yl)-6-((2R,6S)-2,6-dimethylmorpholino)-7-fluorobenzo[d]isoxazole), [Si](C1=CC=CC=C1)(C1=CC=CC=C1)(C(C)(C)C)OCC=1C(=C(C2=C(C(=NO2)C2=NC(=CN=C2)Cl)C1)F)N1C[C@H](O[C@H](C1)C)C (5-((tert-Butyldiphenylsilyloxy)methyl)-3-(6-chloropyrazin-2-yl)-6-((2R,6S)-2,6-dimethylmorpholino)-7-fluorobenzo[d]isoxazole), Cl (HCl). The solvent is CCOC(=O)C (EtOAc), C(C)O (ethanol). Run at temperature 70 celsius. Yields the product ClC1=CN=CC(=N1)C1=NOC2=C1C=C(C(=C2F)N2C[C@H](O[C@H](C2)C)C)CO ((3-(6-chloropyrazin-2-yl)-6-((2R,6S)-2,6-dimethylmorpholino)-7-fluorobenzo[d]isoxazol-5-yl)methanol). Reaction SMILES: [Si]([O:18][CH2:19][C:20]1[C:21]([N:37]2[CH2:42][C@H:41]([CH3:43])[O:40][C@H:39]([CH3:44])[CH2:38]2)=[C:22]([F:36])[C:23]2[O:27][N:26]=[C:25]([C:28]3[CH:33]=[N:32][CH:31]=[C:30]([Cl:34])[N:29]=3)[C:24]=2[CH:35]=1)(C(C)(C)C)(C1C=CC=CC=1)C1C=CC=CC=1.Cl>C(O)C.CCOC(C)=O>[Cl:34][C:30]1[N:29]=[C:28]([C:25]2[C:24]3[CH:35]=[C:20]([CH2:19][OH:18])[C:21]([N:37]4[CH2:42][C@H:41]([CH3:43])[O:40][C@H:39]([CH3:44])[CH2:38]4)=[C:22]([F:36])[C:23]=3[O:27][N:26]=2)[CH:33]=[N:32][CH:31]=1. Procedure: 5-((tert-Butyldiphenylsilyloxy)methyl)-3-(6-chloropyrazin-2-yl)-6-((2R,6S)-2,6-dimethylmorpholino)-7-fluorobenzo[d]isoxazole (Intermediate 329, 320 mg, 0.51 mmol) was dissolved in ethanol (10 ml) and was treated with 15 ml of 10% aq HCl, the mixture was heated at 70° C. for 1 hour. The reaction was cooled and diluted with EtOAc before being quenched with aqueous sodium bicarbonate solution. The mixture was extracted with EtOAc, which was washed with brine, dried (MgSO4) and concentrated. Reactants: C(\C=C\C(=O)O)(=O)O.CC1=CC=C(O1)CN1C(=NC=2C1=NC=CC2)CN2CCN(CC2)C (3-[(5-methyl-2-furanyl)methyl]-2-[(4-methyl-1-piperazinyl)methyl]-3H-imidazo[4,5-b]pyridine (E)-2-butenedioate), I.COC(CNC(=N)NCCN1CCN(CC1)CC1=NC=2C(=NC=CC2)N1CCOCC)OC (N-(2,2-dimethoxyethyl)-N'-[2-[4-[[3-(2-ethoxyethyl) -3H-imidazo[4,5-b]pyridin-2-yl]methyl]-1-piperazinyl]ethyl]guanidine monohydroiodide), Cl (hydrochloric acid), [OH-].[Na+] (sodium hydroxide). Reaction SMILES: C(O)(=O)/C=[CH:3]/[C:4]([OH:6])=[O:5].CC1[O:14]C(CN2C3=NC=CC=C3N=C2CN2CCN(C)CC2)=CC=1.I.CO[CH:36](OC)[CH2:37][NH:38][C:39]([NH:41][CH2:42][CH2:43][N:44]1[CH2:49][CH2:48][N:47]([CH2:50][C:51]2[N:59]([CH2:60][CH2:61][O:62][CH2:63][CH3:64])[C:54]3=[N:55][CH:56]=[CH:57][CH:58]=[C:53]3[N:52]=2)[CH2:46][CH2:45]1)=[NH:40].Cl.[OH-:68].[Na+]>>[C:4]([OH:6])(=[O:5])[C:3]([OH:14])=[O:68].[CH2:63]([O:62][CH2:61][CH2:60][N:59]1[C:54]2=[N:55][CH:56]=[CH:57][CH:58]=[C:53]2[N:52]=[C:51]1[CH2:50][N:47]1[CH2:46][CH2:45][N:44]([CH2:43][CH2:42][NH:41][C:39]2[NH:40][CH:36]=[CH:37][N:38]=2)[CH2:49][CH2:48]1)[CH3:64] |f:0.1,2.3,5.6,7.8|. Reported procedure: A mixture of 14 parts of N-(2,2-dimethoxyethyl)-N'-[2-[4-[[3-(2-ethoxyethyl) -3H-imidazo[4,5-b]pyridin-2-yl]methyl]-1-piperazinyl]ethyl]guanidine monohydroiodide and 140 parts of a hydrochloric acid solution 1 N was stirred for 48 hours at room temperature. The mixture was treated with a sodium hydroxide solution and the product was extracted with dichloromethane. The extract was dried, filtered and evaporated. The residue was purified by column chromatography over silica gel using a mixture of ... Yields the product C(C(=O)O)(=O)O.C(C)OCCN1C(=NC=2C1=NC=CC2)CN2CCN(CC2)CCNC=2NC=CN2 (4-[[3-(2-ethoxyethyl)-3H-imidazo[4,5-b]pyridin-2-yl]methyl]-N-(1H-imidazol-2-yl)-1-piperazineethanamine ethanedioate). Run at time 48 hour. The yield is 3.7%. Reactants: CC(C)C(=O)c1ccccc1, CCOP(=O)(OCC)C(C(=O)[O-])C(C)(C)C, [H-], [Na+], C1CCOC1. Yields the product CC(C)C(CC(=O)O)c1ccccc1. RXN SMILES: [C:19]([CH:20]([CH3:21])[CH3:22])(=[O:23])[c:24]1[cH:25][cH:26][cH:27][cH:28][cH:29]1.[C:3]([CH:7]([P:4]([O:5][CH2:6][CH3:11])([O:12][CH2:13][CH3:14])=[O:15])[C:8](=[O:9])[O-:10])([CH3:16])([CH3:17])[CH3:18].[H-:1].[Na+:2].[O:30]1[CH2:31][CH2:32][CH2:33][CH2:34]1>>[CH2:7]([C:8](=[O:9])[OH:10])[CH:19]([CH:20]([CH3:21])[CH3:22])[c:24]1[cH:25][cH:26][cH:27][cH:28][cH:29]1.